Task: describe an organic reaction: reactants, conditions, products, and yield. Dataset: the Open Reaction Database (ORD), a public repository of structured organic reaction records Starting materials: C[Sn](C1=C(C=C(C=C1F)N1C(OC(C1)CNC(C)=O)=O)F)(C)C ((±)-N-[[3-[4-(trimethylstannyl)-3,5-difluorophenyl ]-2-oxo-5oxazolidinyl]methyl]acetamide), O1CCOCC1 (1,4-dioxane), 5-bromo-2-methoxytropolone. The reagents and catalysts are catalyst, Cl[Pd]([P](C1=CC=CC=C1)(C2=CC=CC=C2)C3=CC=CC=C3)([P](C4=CC=CC=C4)(C5=CC=CC=C5)C6=CC=CC=C6)Cl (bis(triphenylphosphine)palladium(II) chloride). Run at temperature 110 celsius. Product: COC1=CC=C(C=CC1=O)C1=C(C=C(C=C1F)N1C(OC(C1)CNC(C)=O)=O)F ((±)-N-[[3-[4-(4-methoxy-5-oxo-1,3,6-cycloheptatrien-1-yl)-3,5-difluorophenyl]-2-oxo-5-oxazolidinyl ]methyl ]acetamide). The yield is 9.0%. RXN SMILES: C[Sn](C)(C)[C:3]1[C:8]([F:9])=[CH:7][C:6]([N:10]2[CH2:14][CH:13]([CH2:15][NH:16][C:17](=[O:19])[CH3:18])[O:12][C:11]2=[O:20])=[CH:5][C:4]=1[F:21].[O:24]1[CH2:29][CH2:28][O:27][CH2:26]C1>Cl[Pd](Cl)([P](C1C=CC=CC=1)(C1C=CC=CC=1)C1C=CC=CC=1)[P](C1C=CC=CC=1)(C1C=CC=CC=1)C1C=CC=CC=1>[CH3:26][O:27][C:28]1[C:29](=[O:24])[CH:5]=[CH:4][C:3]([C:3]2[C:8]([F:9])=[CH:7][C:6]([N:10]3[CH2:14][CH:13]([CH2:15][NH:16][C:17](=[O:19])[CH3:18])[O:12][C:11]3=[O:20])=[CH:5][C:4]=2[F:21])=[CH:8][CH:7]=1 |^1:32,51|. Procedure: The (±)-N-[[3-[4-(trimethylstannyl)-3,5-difluorophenyl ]-2-oxo-5oxazolidinyl]methyl]acetamide (80 mg, 0.185 mmol) was dissolved in 1,4-dioxane (5 mL) and then treated with the 5-bromo-2-methoxytropolone (49.5 mg, .230 mmol). After degassing the solution 3 times with N2, the bis(triphenylphosphine)palladium(II) chloride (28 mg, .040 mmol) was added. The solution was degassed (3x) again, after which the reaction was heated to reflux (110° C.) for 5 h. At this point, the reaction was incomplete; mo... Reactants: CN1CCC(CC1)C(C(=O)OCC)SC=1C=NC(=C(C1)OC1=CC=CC=C1)NC=1SC=C(N1)C (ethyl 2-(1-methylpiperidin-4-yl)-2-(6-(4-methylthiazol-2-ylamino)-5-phenoxypyridin-3-ylthio)acetate), [H-].[H-].[H-].[H-].[Li+].[Al+3] (LiAlH4), [NH4+].[Cl-] (NH4Cl). Run in C1CCOC1 (THF). Conditions: temperature 0 celsius. Yields the product CN1CCC(CC1)C(CO)SC=1C=NC(=C(C1)OC1=CC=CC=C1)NC=1SC=C(N1)C (2-(1-methylpiperidin-4-yl)-2-(6-(4-methylthiazol-2-ylamino)-5-phenoxypyridin-3-ylthio)ethanol). Yield: 85.0%. As a reaction SMILES: [CH3:1][N:2]1[CH2:7][CH2:6][CH:5]([CH:8]([S:14][C:15]2[CH:16]=[N:17][C:18]([NH:28][C:29]3[S:30][CH:31]=[C:32]([CH3:34])[N:33]=3)=[C:19]([O:21][C:22]3[CH:27]=[CH:26][CH:25]=[CH:24][CH:23]=3)[CH:20]=2)[C:9](OCC)=[O:10])[CH2:4][CH2:3]1.[H-].[H-].[H-].[H-].[Li+].[Al+3].[NH4+].[Cl-]>C1COCC1>[CH3:1][N:2]1[CH2:7][CH2:6][CH:5]([CH:8]([S:14][C:15]2[CH:16]=[N:17][C:18]([NH:28][C:29]3[S:30][CH:31]=[C:32]([CH3:34])[N:33]=3)=[C:19]([O:21][C:22]3[CH:27]=[CH:26][CH:25]=[CH:24][CH:23]=3)[CH:20]=2)[CH2:9][OH:10])[CH2:4][CH2:3]1 |f:1.2.3.4.5.6,7.8|. Procedure: Placed ethyl 2-(1-methylpiperidin-4-yl)-2-(6-(4-methylthiazol-2-ylamino)-5-phenoxypyridin-3-ylthio)acetate (prepared in Example 235; 0.405 g, 0.812 mmol) in THF (8 mL) and cooled to 0° C. added LiAlH4 (2.44 mL, 2.44 mmol) and warmed to ambient temperature for minutes. Saturated NH4Cl was slowly added and extracted with CH2Cl2. The organic layer was dried, filtered, and concentrated to give the title compound (0.315 g, 84.9% yield). 1H NMR (d6-DMSO) δ 10.92 (bs, 1H), 8.16 (d, 1H), 7.41 (t, 2H), 7... Starting materials: CI (methyl iodide), FC1=CC=C(C(C(=O)O)(O)C2=CC=C(C=C2)F)C=C1 (4,4′-difluorobenzilic acid), [O-]CC.[Na+] (sodium ethoxide), [Na] (sodium). The solvent is C(C)O (ethanol). Run at time 3 hour. The product is FC1=CC=C(C(C(=O)OC)(O)C2=CC=C(C=C2)F)C=C1 (Methyl 4,4′-difluorobenzilate). As a reaction SMILES: [F:1][C:2]1[CH:19]=[CH:18][C:5]([C:6]([C:11]2[CH:16]=[CH:15][C:14]([F:17])=[CH:13][CH:12]=2)([OH:10])[C:7]([OH:9])=[O:8])=[CH:4][CH:3]=1.[O-][CH2:21]C.[Na+].[Na].CI>C(O)C>[F:1][C:2]1[CH:19]=[CH:18][C:5]([C:6]([C:11]2[CH:16]=[CH:15][C:14]([F:17])=[CH:13][CH:12]=2)([OH:10])[C:7]([O:9][CH3:21])=[O:8])=[CH:4][CH:3]=1 |f:1.2,^1:23|. Reported procedure: 25.0 g (0.095 mol) of 4,4′-difluorobenzilic acid are added to freshly prepared sodium ethoxide solution containing 2.17 g (0.095 mol) of sodium and 200 ml of ethanol at 20° C. and stirred for 3 h. The solution is evaporated to dryness, the residue is dissolved in DMF, 22.57 g (0.16 mol) of methyl iodide are added dropwise at 20° C. and the mixture is stirred for 24 h. It is worked up and purified analogously to compound 3b. Yield: 21.06 g of 11 (=80% of theory) Starting materials: C1=CC=C(C=C1)CCN (2-Phenethylamine), C(C1=CC=CC=C1)OC(CN1C(C(=NC(=C1C)Cl)Cl)=O)=O ((3,5-dichloro-6-methyl-2-oxo-2H-pyrazin-1-yl)acetic acid benzyl ester). Reported procedure: 2-Phenethylamine (0.38 ml, 3.0 mmol) was added to a stirred mixture of (3,5-dichloro-6-methyl-2-oxo-2H-pyrazin-1-yl)acetic acid benzyl ester (327 mg, 1.00 mmol) in EtOAc (2 ml) and the resulting mixture was heated to reflux under argon. After 2 h the reaction was cooled, diluted with EtOAc (the product is sparingly soluble), washed with 10% citric acid solution and brine, dried (Na2SO4) and evaporated in vacuo to give 1-3 as a crystalline solid. 1H NMR (CDCl3) δ2.21 (s, 3 H, CH3), 2.93 (t, J=7.1... Run in CCOC(=O)C (EtOAc), CCOC(=O)C (EtOAc). The product is C(C1=CC=CC=C1)OC(CN1C(C(=NC(=C1C)Cl)NCCC1=CC=CC=C1)=O)=O ((5-Chloro-6-methyl-2-oxo-3-phenethylamino-2H-pyrazin-1-yl)acetic acid benzyl ester). As a reaction SMILES: [CH:1]1[CH:6]=[CH:5][C:4]([CH2:7][CH2:8][NH2:9])=[CH:3][CH:2]=1.[CH2:10]([O:17][C:18](=[O:30])[CH2:19][N:20]1[C:25]([CH3:26])=[C:24]([Cl:27])[N:23]=[C:22](Cl)[C:21]1=[O:29])[C:11]1[CH:16]=[CH:15][CH:14]=[CH:13][CH:12]=1>CCOC(C)=O>[CH2:10]([O:17][C:18](=[O:30])[CH2:19][N:20]1[C:25]([CH3:26])=[C:24]([Cl:27])[N:23]=[C:22]([NH:9][CH2:8][CH2:7][C:4]2[CH:5]=[CH:6][CH:1]=[CH:2][CH:3]=2)[C:21]1=[O:29])[C:11]1[CH:12]=[CH:13][CH:14]=[CH:15][CH:16]=1. The reactants are BrC=1C=CC(=C2C(N(CC12)C)=O)NC1=NC(=NC=C1C(F)(F)F)NC1=CC=C(CP(OCC)(OCC)=O)C=C1 (diethyl [4-({4-[(7-bromo-2-methyl-3-oxo-2,3-dihydro-1H-isoindol-4-yl)amino]-5-(trifluoromethyl)pyrimidin-2-yl}amino)benzyl]phosphonate), ( 100 ), C(C)N(CCN1N=CC(=C1)B1OC(C(O1)(C)C)(C)C)CC (N,N-diethyl-2-[4-(4,4,5,5-tetramethyl-1,3,2-dioxaborolan-2-yl)-1H-pyrazol-1-yl]ethanamine), C(C)N(CCN1N=CC(=C1)B1OC(C(O1)(C)C)(C)C)CC (N,N-diethyl-2-[4-(4,4,5,5-tetramethyl-1,3,2-dioxaborolan-2-yl)-1H-pyrazol-1-yl]ethanamine). Product: C(C)N(CCN1N=CC(=C1)C=1C=CC(=C2C(N(CC12)C)=O)NC1=NC(=NC=C1C(F)(F)F)NC1=CC=C(CP(OCC)(OCC)=O)C=C1)CC (Diethyl [4-({4-[(7-{1-[2-(diethylamino)ethyl]-1H-pyrazol-4-yl}-2-methyl-3-oxo-2,3-dihydro-1H-isoindol-4-yl)amino]-5-(trifluoromethyl)pyrimidin-2-yl}amino)benzyl]phosphonate). Reaction SMILES: Br[C:2]1[CH:3]=[CH:4][C:5]([NH:13][C:14]2[C:19]([C:20]([F:23])([F:22])[F:21])=[CH:18][N:17]=[C:16]([NH:24][C:25]3[CH:39]=[CH:38][C:28]([CH2:29][P:30](=[O:37])([O:34][CH2:35][CH3:36])[O:31][CH2:32][CH3:33])=[CH:27][CH:26]=3)[N:15]=2)=[C:6]2[C:10]=1[CH2:9][N:8]([CH3:11])[C:7]2=[O:12].[CH2:40]([N:42]([CH2:59][CH3:60])[CH2:43][CH2:44][N:45]1[CH:49]=[C:48](B2OC(C)(C)C(C)(C)O2)[CH:47]=[N:46]1)[CH3:41]>>[CH2:59]([N:42]([CH2:40][CH3:41])[CH2:43][CH2:44][N:45]1[CH:49]=[C:48]([C:2]2[CH:3]=[CH:4][C:5]([NH:13][C:14]3[C:19]([C:20]([F:23])([F:21])[F:22])=[CH:18][N:17]=[C:16]([NH:24][C:25]4[CH:26]=[CH:27][C:28]([CH2:29][P:30](=[O:37])([O:31][CH2:32][CH3:33])[O:34][CH2:35][CH3:36])=[CH:38][CH:39]=4)[N:15]=3)=[C:6]3[C:10]=2[CH2:9][N:8]([CH3:11])[C:7]3=[O:12])[CH:47]=[N:46]1)[CH3:60]. Reported procedure: The title compound was prepared according to the procedure of Example 97 using diethyl [4-({4-[(7-bromo-2-methyl-3-oxo-2,3-dihydro-1H-isoindol-4-yl)amino]-5-(trifluoromethyl)pyrimidin-2-yl}amino)benzyl]phosphonate and N,N-diethyl-2-[4-(4,4,5,5-tetramethyl-1,3,2-dioxaborolan-2-yl)-1H-pyrazol-1-yl]ethanamine (Compound 175A). MS (ES+): m/z 715.47 (100) [MH+]; HPLC: tR=0.75 min (UPLC, purity). Reactants: C[Li] (Methyllithium), solution, C(C)C1CC(C1)C(=O)O (3-ethylcyclobutane-1-carboxylic acid). Solvent: CCOCC (ether), CCOCC (ether). Conditions: time 3 hour. The product is C(C)(=O)C1CC(C1)CC (1-acetyl-3-ethylcyclobutane). RXN SMILES: [CH2:1]([CH:3]1[CH2:6][CH:5]([C:7]([OH:9])=O)[CH2:4]1)[CH3:2].[CH3:10][Li]>CCOCC>[C:7]([CH:5]1[CH2:4][CH:3]([CH2:1][CH3:2])[CH2:6]1)(=[O:9])[CH3:10]. Procedure: A solution of 6.61 g of 3-ethylcyclobutane-1-carboxylic acid, in 52 ml of distilled ether was stirred under argon at 0°. Methyllithium (85.0 ml of a 1.53 M solution in ether) was added dropwise over a 30 minute period. The reaction mixture was stirred for three hours at 25°, then quenched with 7.3 water-methanol. The layers were separated, and the aqueous layer extracted with ether. The combined organic layers were washed with brine, dried, filtered and the solvents evaporated in vacuo. The resu...